Dataset: the Open Reaction Database (ORD), a public repository of structured organic reaction records. Task: describe an organic reaction: reactants, conditions, products, and yield Starting materials: O=C([O-])[O-], CCOC(C)=O, O=C(Cl)CCl, [K+], [K+], NCC1(O)CN(C(c2ccccc2)c2ccccc2)C1, O. The product is O=C(CCl)NCC1(O)CN(C(c2ccccc2)c2ccccc2)C1. RXN SMILES: [C:26](=[O:27])([O-:28])[O-:29].[CH3:32][CH2:33][O:34][C:35](=[O:36])[CH3:37].[Cl:1][CH2:2][C:3](=[O:4])[Cl:5].[K+:30].[K+:31].[NH2:6][CH2:7][C:8]1([OH:25])[CH2:9][N:10]([CH:12]([c:13]2[cH:14][cH:15][cH:16][cH:17][cH:18]2)[c:19]2[cH:20][cH:21][cH:22][cH:23][cH:24]2)[CH2:11]1.[OH2:38]>>[Cl:1][CH2:2][C:3](=[O:4])[NH:6][CH2:7][C:8]1([OH:25])[CH2:9][N:10]([CH:12]([c:13]2[cH:14][cH:15][cH:16][cH:17][cH:18]2)[c:19]2[cH:20][cH:21][cH:22][cH:23][cH:24]2)[CH2:11]1. Starting materials: NC1=NC=CC=C1CNC1CCN(CC1)CC1=CC=CC=C1 (2-amino-3-[[[1-(phenylmethyl)-4-piperidinyl]amino]methyl]-pyridine), N,N′-carbonyldiimidazole, CN(C=O)C (dimethylformamide), ice water. Conditions: temperature 100 celsius. The product is C1(=CC=CC=C1)CN1CCC(CC1)N1C(NC2=C(C1)C=CC=N2)=O (3,4-dihydro-3-[1-(phenylmethyl)-4-piperidinyl]-2(1H)-pyrido[2,3-d]-pyrimidinone). RXN SMILES: [NH2:1][C:2]1[C:7]([CH2:8][NH:9][CH:10]2[CH2:15][CH2:14][N:13]([CH2:16][C:17]3[CH:22]=[CH:21][CH:20]=[CH:19][CH:18]=3)[CH2:12][CH2:11]2)=[CH:6][CH:5]=[CH:4][N:3]=1.CN(C)[CH:25]=[O:26]>>[C:17]1([CH2:16][N:13]2[CH2:12][CH2:11][CH:10]([N:9]3[CH2:8][C:7]4[CH:6]=[CH:5][CH:4]=[N:3][C:2]=4[NH:1][C:25]3=[O:26])[CH2:15][CH2:14]2)[CH:22]=[CH:21][CH:20]=[CH:19][CH:18]=1. Procedure details: A mixture of 4.2 g (0.0142 mol) of 2-amino-3-[[[1-(phenylmethyl)-4-piperidinyl]amino]methyl]-pyridine, 2.4 g (0.0148 mol) of N,N′-carbonyldiimidazole and 50 ml of dimethylformamide was heated to 100° C. for 30 minutes. The still warm mixture was stirred into 300 ml of ice water, the precipitate formed was suction filtered and recrystallised from acetonitrile. After drying in vacuo 4.5 g (98.3% of theory) of colourless crystals of melting point 187° C. were obtained. As a reaction SMILES: [CH3:28][N:29]([CH3:30])[CH:31]=[O:32].[I:12][c:13]1[cH:14][c:15]2[c:20]([cH:21][cH:22]1)[C:19](=[O:23])[NH:18][C:17](=[O:24])[C:16]2=[CH:25][O:26][CH3:27].[NH2:1][CH2:2][c:3]1[n:4][cH:5][c:6]([O:10][CH3:11])[c:7]([OH:9])[n:8]1>>[NH:1]([CH2:2][c:3]1[n:4][cH:5][c:6]([O:10][CH3:11])[c:7]([OH:9])[n:8]1)[CH:25]=[C:16]1[c:15]2[cH:14][c:13]([I:12])[cH:22][cH:21][c:20]2[C:19](=[O:23])[NH:18][C:17]1=[O:24]. Reactants: CN(C)C=O, COC=C1C(=O)NC(=O)c2ccc(I)cc21, COc1cnc(CN)nc1O. Yields the product COc1cnc(CNC=C2C(=O)NC(=O)c3ccc(I)cc32)nc1O.